From a dataset of the Open Reaction Database (ORD), a public repository of structured organic reaction records. describe an organic reaction: reactants, conditions, products, and yield Reactants: S1C(=CC=C1)C=1C(NCCN1)=O (3-(thien-2-yl)-5,6-dihydropyrazin-2-one), O (water), Cl (HCl), Mg, CI (methyl iodide). Solvent: O1CCCC1 (tetrahydrofuran), C(C)OCC (diethyl ether). Reaction conditions: time 15 hour. Yields the product CC1(C(NCCN1)=O)C=1SC=CC1 (3-Methyl-3-(thien-2-yl)-piperazin-2-one). Reaction SMILES: [CH3:1]I.[S:3]1[CH:7]=[CH:6][CH:5]=[C:4]1[C:8]1[C:9](=[O:14])[NH:10][CH2:11][CH2:12][N:13]=1.O.Cl>C(OCC)C.O1CCCC1>[CH3:1][C:8]1([C:4]2[S:3][CH:7]=[CH:6][CH:5]=2)[NH:13][CH2:12][CH2:11][NH:10][C:9]1=[O:14]. Procedure: The Grignard solution prepared from 7.3 g of Mg and 42.6 g of methyl iodide in 150 ml of diethyl ether is added dropwise slowly at room temperature to a solution of 18 g of 3-(thien-2-yl)-5,6-dihydropyrazin-2-one in 150 ml of tetrahydrofuran. Stirring is continued for 15 hours at room temperature and the mixture is then hydrolyzed with 100 ml of water. The pH of the mixture is adjusted to 2 with concentrated HCl, the organic phase is separated off and the aqueous phase is extracted twice by shak... Starting materials: CN(C)C (trimethylamine), BrCCCCBr (1,4-dibromobutane). The solvent is CO (methanol). Product: [Br-].BrCCCC[N+](C)(C)C ((4-bromobutyl)trimethylammonium bromide). RXN SMILES: [CH3:1][N:2]([CH3:4])[CH3:3].[Br:5][CH2:6][CH2:7][CH2:8][CH2:9]Br>CO>[Br-:5].[Br:5][CH2:6][CH2:7][CH2:8][CH2:9][N+:2]([CH3:4])([CH3:3])[CH3:1] |f:3.4|. Procedure details: (4-bromobutyl)trimethylammonium bromide was prepared by the reaction of trimethylamine and 1,4-dibromobutane in methanol. The reactants are CCCCCC1CCC(C(=O)O)CC1, CN(C)c1ccncc1, C(=NC1CCCCC1)=NC1CCCCC1, ClCCl, CCCCCCCCOc1ccc(-c2ccc(O)cc2)nc1F. Yields the product CCCCCCCCOc1ccc(-c2ccc(OC(=O)C3CCC(CCCCC)CC3)cc2)nc1F. RXN SMILES: [CH2:39]([CH2:40][CH2:41][CH2:42][CH3:43])[CH:44]1[CH2:45][CH2:46][CH:47]([C:50](=[O:51])[OH:52])[CH2:48][CH2:49]1.[CH3:53][N:54]([c:55]1[cH:56][cH:57][n:58][cH:59][cH:60]1)[CH3:61].[CH:24]1([N:25]=[C:26]=[N:27][CH:28]2[CH2:29][CH2:30][CH2:31][CH2:32][CH2:33]2)[CH2:34][CH2:35][CH2:36][CH2:37][CH2:38]1.[Cl:62][CH2:63][Cl:64].[F:1][c:2]1[n:3][c:4](-[c:17]2[cH:18][cH:19][c:20]([OH:23])[cH:21][cH:22]2)[cH:5][cH:6][c:7]1[O:8][CH2:9][CH2:10][CH2:11][CH2:12][CH2:13][CH2:14][CH2:15][CH3:16]>>[F:1][c:2]1[n:3][c:4](-[c:17]2[cH:18][cH:19][c:20]([O:23][C:50]([CH:47]3[CH2:46][CH2:45][CH:44]([CH2:39][CH2:40][CH2:41][CH2:42][CH3:43])[CH2:49][CH2:48]3)=[O:51])[cH:21][cH:22]2)[cH:5][cH:6][c:7]1[O:8][CH2:9][CH2:10][CH2:11][CH2:12][CH2:13][CH2:14][CH2:15][CH3:16]. Starting materials: CS(=O)(=O)c1ccc(C(CC2CCCC2)C(=O)O)cc1C#N, ClCCl, CN(C)C=O, O=C(Cl)C(=O)Cl, Nc1ccn(CCCO)n1, Cc1cccc(C)n1. Yields the product CS(=O)(=O)c1ccc(C(CC2CCCC2)C(=O)Nc2ccn(CCCO)n2)cc1C#N. As a reaction SMILES: [C:1](#[N:2])[c:3]1[cH:4][c:5]([CH:13]([C:14](=[O:15])[OH:16])[CH2:17][CH:18]2[CH2:19][CH2:20][CH2:21][CH2:22]2)[cH:6][cH:7][c:8]1[S:9](=[O:10])(=[O:11])[CH3:12].[CH2:47]([Cl:48])[Cl:49].[CH3:50][N:51]([CH3:52])[CH:53]=[O:54].[Cl:23][C:24]([C:25]([Cl:26])=[O:27])=[O:28].[NH2:29][c:30]1[n:31][n:32]([CH2:35][CH2:36][CH2:37][OH:38])[cH:33][cH:34]1.[n:39]1[c:40]([CH3:41])[cH:42][cH:43][cH:44][c:45]1[CH3:46]>>[C:1](#[N:2])[c:3]1[cH:4][c:5]([CH:13]([C:14](=[O:16])[NH:29][c:30]2[n:31][n:32]([CH2:35][CH2:36][CH2:37][OH:38])[cH:33][cH:34]2)[CH2:17][CH:18]2[CH2:19][CH2:20][CH2:21][CH2:22]2)[cH:6][cH:7][c:8]1[S:9](=[O:10])(=[O:11])[CH3:12]. Reactants: CC(=O)OC(C)=O, CC12CC(F)C3C4CCC(=O)C=C4CC(CCCCCO)C3C1CCC2=O, O, c1ccncc1. As a reaction SMILES: [CH3:28][C:29](=[O:30])[O:31][C:32](=[O:33])[CH3:34].[F:1][CH:2]1[CH:3]2[CH:4]3[CH2:5][CH2:6][C:7](=[O:27])[CH:8]=[C:9]3[CH2:10][CH:11]([CH2:21][CH2:22][CH2:23][CH2:24][CH2:25][OH:26])[CH:12]2[CH:13]2[CH2:14][CH2:15][C:16](=[O:20])[C:17]2([CH3:18])[CH2:19]1.[OH2:35].[cH:36]1[cH:37][cH:38][n:39][cH:40][cH:41]1>>[F:1][CH:2]1[CH:3]2[CH:4]3[CH2:5][CH2:6][C:7](=[O:27])[CH:8]=[C:9]3[CH2:10][CH:11]([CH2:21][CH2:22][CH2:23][CH2:24][CH2:25][O:26][C:29]([CH3:28])=[O:30])[CH:12]2[CH:13]2[CH2:14][CH2:15][C:16](=[O:20])[C:17]2([CH3:18])[CH2:19]1. Product: CC(=O)OCCCCCC1CC2=CC(=O)CCC2C2C(F)CC3(C)C(=O)CCC3C12. Starting materials: NC1=NC(=C2NC=NC2=N1)Cl (2-Amino-6-chloropurine), N1CCCC1 (pyrrolidine). Product: NC1=NC(=C2N=CNC2=N1)N1CCCC1 (2-Amino-6-pyrrolidinyl-9-H-purine). RXN SMILES: [NH2:1][C:2]1[N:10]=[C:9]2[C:5]([NH:6][CH:7]=[N:8]2)=[C:4](Cl)[N:3]=1.[NH:12]1[CH2:16][CH2:15][CH2:14][CH2:13]1>>[NH2:1][C:2]1[N:10]=[C:9]2[C:5]([N:6]=[CH:7][NH:8]2)=[C:4]([N:12]2[CH2:16][CH2:15][CH2:14][CH2:13]2)[N:3]=1. Procedure: 2-Amino-6-chloropurine (Sigma, lot #69F4064, 5.0 g, 29.5 mmol) was stirred in pyrrolidine (Kodak, lot #B161, 30mL) at 80° C. for 24 hours. The solvent was evaporated to a gold solid which was recrystalized from methanol to yield 3.41 g (16.7 mmol, 58%); mp=265°C.